The task is: describe an organic reaction: reactants, conditions, products, and yield. This data is from the Open Reaction Database (ORD), a public repository of structured organic reaction records. Run in CN(C)C=O (DMF). Reported procedure: Methyl 5-[(4,5-dichloro-2-fluoro-benzoyl)amino]pyridine-2-carboxylate (50 mg, 0.14 mmol), 4-fluoro-2-methoxy-phenol (18.27 μL, 0.16 mmol) and K2CO3 (60.41 mg, 0.44 mmol) were combined in DMF (0.5 mL) and heated at 70° C. for 1.5 hours to form methyl 5-[[4,5-dichloro-2-(4-fluoro-2-methoxy-phenoxy)benzoyl]amino]pyridine-2-carboxylate. Aqueous NaOH (145.7 μL of 3 M, 0.44 mmol) was then added and heating continued for 30 min. HPLC purification (1-99% CH3CN/5 mM HCl) provided 5-(4,5-dichloro-2-(4-flu... Reaction SMILES: [Cl:1][C:2]1[C:20]([Cl:21])=[CH:19][C:5]([C:6]([NH:8][C:9]2[CH:10]=[CH:11][C:12]([C:15]([O:17][CH3:18])=[O:16])=[N:13][CH:14]=2)=[O:7])=[C:4](F)[CH:3]=1.[F:23][C:24]1[CH:29]=[CH:28][C:27]([OH:30])=[C:26]([O:31][CH3:32])[CH:25]=1.C([O-])([O-])=O.[K+].[K+]>CN(C=O)C>[Cl:1][C:2]1[C:20]([Cl:21])=[CH:19][C:5]([C:6]([NH:8][C:9]2[CH:10]=[CH:11][C:12]([C:15]([O:17][CH3:18])=[O:16])=[N:13][CH:14]=2)=[O:7])=[C:4]([O:30][C:27]2[CH:28]=[CH:29][C:24]([F:23])=[CH:25][C:26]=2[O:31][CH3:32])[CH:3]=1 |f:2.3.4|. Starting materials: ClC1=CC(=C(C(=O)NC=2C=CC(=NC2)C(=O)OC)C=C1Cl)F (Methyl 5-[(4,5-dichloro-2-fluoro-benzoyl)amino]pyridine-2-carboxylate), FC1=CC(=C(C=C1)O)OC (4-fluoro-2-methoxy-phenol), C(=O)([O-])[O-].[K+].[K+] (K2CO3). Reaction conditions: temperature 70 celsius. The product is ClC1=CC(=C(C(=O)NC=2C=CC(=NC2)C(=O)OC)C=C1Cl)OC1=C(C=C(C=C1)F)OC (methyl 5-[[4,5-dichloro-2-(4-fluoro-2-methoxy-phenoxy)benzoyl]amino]pyridine-2-carboxylate).